Dataset: the Open Reaction Database (ORD), a public repository of structured organic reaction records. Task: describe an organic reaction: reactants, conditions, products, and yield Starting materials: NC=1C=C2C(=C(C=NC2=C(C1)CN(C)C)C#N)NC1=CC(=CC=C1)Br (6-amino-4-[(3-bromophenyl)amino]-8-dimethylaminomethyl -3-quinolinecarbonitrile), C([O-])([O-])=O.[K+].[K+] (potassium carbonate), C(C#CC)(=O)O (2-butynoic acid), CN1CCOCC1 (N-methylmorpholine), ClC(=O)OCC(C)C (i-butyl chloroformate). Reaction conditions: temperature 25 celsius, time 2 hour. Product: BrC=1C=C(C=CC1)NC1=C(C=NC2=C(C=C(C=C12)NC(C#CC)=O)CN(C)C)C#N (N-{4-[(3-Bromophenyl)amino]-3-cyano-8-dimethylaminomethyl-6-quinolinyl}-2-butynamide). As a reaction SMILES: [C:1]([OH:6])(=O)[C:2]#[C:3][CH3:4].CN1CCOCC1.ClC(OCC(C)C)=O.[NH2:22][C:23]1[CH:24]=[C:25]2[C:30](=[C:31]([CH2:33][N:34]([CH3:36])[CH3:35])[CH:32]=1)[N:29]=[CH:28][C:27]([C:37]#[N:38])=[C:26]2[NH:39][C:40]1[CH:45]=[CH:44][CH:43]=[C:42]([Br:46])[CH:41]=1.C(=O)([O-])[O-].[K+].[K+]>C1COCC1.O.C(Cl)Cl.C(OCC)(=O)C.CO.C(N(CC)CC)C>[Br:46][C:42]1[CH:41]=[C:40]([NH:39][C:26]2[C:25]3[C:30](=[C:31]([CH2:33][N:34]([CH3:36])[CH3:35])[CH:32]=[C:23]([NH:22][C:1](=[O:6])[C:2]#[C:3][CH3:4])[CH:24]=3)[N:29]=[CH:28][C:27]=2[C:37]#[N:38])[CH:45]=[CH:44][CH:43]=1 |f:4.5.6,9.10.11.12|. Run in O (water), C1CCOC1 (THF), C1CCOC1 (THF), C(Cl)Cl.C(C)(=O)OCC.CO.C(C)N(CC)CC (methylene chloride ethyl acetate methanol triethylamine). Procedure: To a stirred mixture of 2-butynoic acid (0.42 g, 5.0 mmol) and N-methylmorpholine (0.66 ml, 6.0 mmol) in 4.0 ml of THF at 0° C. was added i-butyl chloroformate (0.52 ml, 4.0 mmol)during 10 m. After 10 m a solution of 6-amino-4-[(3-bromophenyl)amino]-8-dimethylaminomethyl -3-quinolinecarbonitrile (0.79 g, 2.0 mmol) in 4.0 ml of THF was added during 60 s. The mixture was warmed to 25° C., stirred for 2 h, and diluted with water. The pH was adjusted to 9-10 with potassium carbonate, and the resulti... Reactants: C(=O)(OC)C1=CC(=C(C=C1)CC(C)=O)OC (1-(4-carbomethoxy-2-methoxyphenyl)propan-2-one), OC(CN)C1=CC(=CC=C1)C(F)(F)F (2-hydroxy-2-(3-trifluoromethylphenyl)ethanamine). The product is C(=O)(OC)C1=CC(=C(C=C1)CC(C)NCC(C1=CC(=CC=C1)C(F)(F)F)O)OC (N-[2-(4-Carbomethoxy-2-methoxyphenyl)-1-methylethyl]-2-hydroxy-2-(3-trifluoromethylphenyl)ethanamine). RXN SMILES: [C:1]([C:5]1[CH:10]=[CH:9][C:8]([CH2:11][C:12](=O)[CH3:13])=[C:7]([O:15][CH3:16])[CH:6]=1)([O:3][CH3:4])=[O:2].[OH:17][CH:18]([C:21]1[CH:26]=[CH:25][CH:24]=[C:23]([C:27]([F:30])([F:29])[F:28])[CH:22]=1)[CH2:19][NH2:20]>>[C:1]([C:5]1[CH:10]=[CH:9][C:8]([CH2:11][CH:12]([NH:20][CH2:19][CH:18]([OH:17])[C:21]2[CH:26]=[CH:25][CH:24]=[C:23]([C:27]([F:29])([F:30])[F:28])[CH:22]=2)[CH3:13])=[C:7]([O:15][CH3:16])[CH:6]=1)([O:3][CH3:4])=[O:2]. Procedure details: The title compound was prepared as in Example 1b from 1-(4-carbomethoxy-2-methoxyphenyl)propan-2-one (3.0 g) and 2-hydroxy-2-(3-trifluoromethylphenyl)ethanamine (2.77 g). The compound crystallised from hexane m.p. 88°-100° as a 70:30 mixture of diastereoisomers. τ(CDCl3) 8.8 (3H,d,J=6 Hz), 6.7-7.7 (5H,m,+2H replaceable by D2O), 6.1 (3H,s), 6.0 (3H,s), 5.2 (1H, m), 2.8 (2H,d,J=8 Hz), 2.2-2.6 (6H,m).